Dataset: the Open Reaction Database (ORD), a public repository of structured organic reaction records. Task: describe an organic reaction: reactants, conditions, products, and yield The reactants are SCC1CCCCCCC(C(N1)=O)CC(=O)OC(C)(C)C (10-Mercaptomethyl-3-t-butoxycarbonylmethyl-2-oxo-1-azacyclodecane). The solvent is C(Cl)Cl (methylene chloride). Conditions: time 8 hour. Yields the product SCC1CCCCCCC(C(N1)=O)CC(=O)O (10-mercaptomethyl-2-oxo-1-azacyclodecane-3-acetic acid). Reaction SMILES: [SH:1][CH2:2][CH:3]1[NH:12][C:11](=[O:13])[CH:10]([CH2:14][C:15]([O:17]C(C)(C)C)=[O:16])[CH2:9][CH2:8][CH2:7][CH2:6][CH2:5][CH2:4]1>C(Cl)Cl>[SH:1][CH2:2][CH:3]1[NH:12][C:11](=[O:13])[CH:10]([CH2:14][C:15]([OH:17])=[O:16])[CH2:9][CH2:8][CH2:7][CH2:6][CH2:5][CH2:4]1. Reported procedure: 10-Mercaptomethyl-3-t-butoxycarbonylmethyl-2-oxo-1-azacyclodecane (0.21 g, 0.69 mmol) is dissolved in methylene chloride (15 mL). Gaseous hydrogen chloride is bubbled through the solvent for 15 minutes, and then the reaction is sealed and stirred overnight. The solvent is evaporated the next day to give 10-mercaptomethyl-2-oxo-1-azacyclodecane-3-acetic acid, MS: M+1=260.